The task is: describe an organic reaction: reactants, conditions, products, and yield. This data is from the Open Reaction Database (ORD), a public repository of structured organic reaction records. Reactants: BrC1=C2COC(=O)C2=CC=C1NC(C(CC(C)(C1=CC=CC=C1)C)=O)=O (4-bromo-5-(4-methyl-2-oxo-4-phenyl-valeroylamino)-phthalide), NC=1C=C2COC(=O)C2=CC1 (5-aminophthalide), C1(=CC=CC=C1)C1(CCCC1)CC(C(=O)O)=O (3-(1-phenyl-cyclopentyl)-2-oxo-propionic acid). Product: C1(=CC=CC=C1)C1(CCCC1)CC(C(=O)NC=1C=C2COC(=O)C2=CC1)=O (5-[3-(1-Phenyl-cyclopentyl)-2-oxo-propionylamino]-phthalide). As a reaction SMILES: Br[C:2]1[C:11]([NH:12][C:13](=[O:26])[C:14](=[O:25])[CH2:15][C:16]([CH3:24])([C:18]2[CH:23]=[CH:22][CH:21]=[CH:20][CH:19]=2)[CH3:17])=[CH:10][CH:9]=[C:8]2[C:3]=1[CH2:4][O:5][C:6]2=[O:7].N[C:28]1C=C2C(=C[CH:37]=1)C(=O)OC2.C1(C2(CC(=O)C(O)=O)CCCC2)C=CC=CC=1>>[C:18]1([C:16]2([CH2:15][C:14](=[O:25])[C:13]([NH:12][C:11]3[CH:2]=[C:3]4[C:8](=[CH:9][CH:10]=3)[C:6](=[O:7])[O:5][CH2:4]4)=[O:26])[CH2:24][CH2:37][CH2:28][CH2:17]2)[CH:23]=[CH:22][CH:21]=[CH:20][CH:19]=1. Procedure details: was obtained analogously to the process that is described for 4-bromo-5-(4-methyl-2-oxo-4-phenyl-valeroylamino)-phthalide from 5-aminophthalide and 3-(1-phenyl-cyclopentyl)-2-oxo-propionic acid, melting point 140-144° C. The reactants are CS(=O)(=O)C=1C=CC(=C(C(=O)O)C1)N1CCCC1 (5-Methanesulfonyl-2-pyrrolidin-1-yl-benzoic acid), ClC1=C(C(=O)O)C=C(C=C1)S(=O)(=O)CC (2-Chloro-5-(ethane-2-sulfonyl)-benzoic acid), N1CCCC1 (pyrrolidine). Yields the product C(C)S(=O)(=O)C=1C=CC(=C(C(=O)O)C1)N1CCCC1 (5-Ethanesulfonyl-2-pyrrolidin-1-yl-benzoic acid). Isolated yield 73.0%. As a reaction SMILES: [CH3:1][S:2]([C:5]1[CH:6]=[CH:7][C:8]([N:14]2[CH2:18][CH2:17][CH2:16][CH2:15]2)=[C:9]([CH:13]=1)[C:10]([OH:12])=[O:11])(=[O:4])=[O:3].Cl[C:20]1C=CC(S(CC)(=O)=O)=CC=1C(O)=O.N1CCCC1>>[CH2:1]([S:2]([C:5]1[CH:6]=[CH:7][C:8]([N:14]2[CH2:18][CH2:17][CH2:16][CH2:15]2)=[C:9]([CH:13]=1)[C:10]([OH:12])=[O:11])(=[O:4])=[O:3])[CH3:20]. Procedure details: The title compound was synthesised according to the procedure described for the synthesis of 5-Methanesulfonyl-2-pyrrolidin-1-yl-benzoic acid from 2-Chloro-5-(ethane-2-sulfonyl)-benzoic acid and pyrrolidine and obtained in 73% yield. MS (m/e): 282.2 (MH−, 100%). Starting materials: O=C([O-])[O-], COC(=O)CCc1ccc(Oc2cccc(Br)c2)cc1C, CC(C)(C)C(=O)CC(=O)C(C)(C)C, CN1CCCC1=O, Oc1ccc(Cl)cc1Oc1ccccc1, Cl[Cu], [Cs+], [Cs+]. Yields the product COC(=O)CCc1ccc(Oc2cccc(Oc3ccc(Cl)cc3Oc3ccccc3)c2)cc1C. Reaction SMILES: [C:37](=[O:38])([O-:39])[O-:40].[CH3:1][O:2][C:3]([CH2:4][CH2:5][c:6]1[c:7]([CH3:20])[cH:8][c:9]([O:12][c:13]2[cH:14][c:15]([Br:19])[cH:16][cH:17][cH:18]2)[cH:10][cH:11]1)=[O:21].[CH3:43][C:44]([CH3:45])([C:46](=[O:47])[CH2:48][C:49](=[O:50])[C:51]([CH3:52])([CH3:53])[CH3:54])[CH3:55].[CH3:56][N:57]1[CH2:58][CH2:59][CH2:60][C:61]1=[O:62].[Cl:22][c:23]1[cH:24][c:25]([O:30][c:31]2[cH:32][cH:33][cH:34][cH:35][cH:36]2)[c:26]([OH:29])[cH:27][cH:28]1.[Cl:63][Cu:64].[Cs+:41].[Cs+:42]>>[CH3:1][O:2][C:3]([CH2:4][CH2:5][c:6]1[c:7]([CH3:20])[cH:8][c:9]([O:12][c:13]2[cH:14][c:15]([O:29][c:26]3[c:25]([O:30][c:31]4[cH:32][cH:33][cH:34][cH:35][cH:36]4)[cH:24][c:23]([Cl:22])[cH:28][cH:27]3)[cH:16][cH:17][cH:18]2)[cH:10][cH:11]1)=[O:21]. Starting materials: [OH-].[Na+] (sodium hydroxide), [N+](=O)([O-])C1=C(C=CC=C1)O (2-nitrophenol), ClCC=C (3-chloropropene), CS(=O)C (dimethyl sulfoxide). Run in O (water), O (water). Conditions: time 18 hour. The product is C(C=C)OC1=C(C=CC=C1)[N+](=O)[O-] (1-(2-propen-1-yloxy)-2-nitrobenzene). Reaction SMILES: [OH-].[Na+].[N+:3]([C:6]1[CH:11]=[CH:10][CH:9]=[CH:8][C:7]=1[OH:12])([O-:5])=[O:4].Cl[CH2:14][CH:15]=[CH2:16].CS(C)=O>O>[CH2:16]([O:12][C:7]1[CH:8]=[CH:9][CH:10]=[CH:11][C:6]=1[N+:3]([O-:5])=[O:4])[CH:15]=[CH2:14] |f:0.1|. Procedure: A solution of 64 g of sodium hydroxide in 75 ml of water was added drop-by-drop (over 15 minutes) to a stirred mixture of 209.6 g of 2-nitrophenol, 115.5 g of 3-chloropropene and 500 ml of dimethyl sulfoxide (DMSO), at room temperature. The mixture was stirred at 85°-90° C. for 18 hours and then mixed with 3 liters of water. The resulting mixture was extracted with methylene chloride, the extract was washed with ice water, dried (MgSO4) and the solvent was evaporated, to give 1-(2-propen-1-yloxy... Starting materials: CCOC(=O)CCCCBr, CC(C)(C)[O-], CN(C)C=O, COc1cc(O)cc(OC)c1C=O, [K+]. Yields the product CCOC(=O)CCCCOc1cc(OC)c(C=O)c(OC)c1. Reaction SMILES: [Br:20][CH2:21][CH2:22][CH2:23][CH2:24][C:25](=[O:26])[O:27][CH2:28][CH3:29].[CH3:14][C:15]([CH3:16])([O-:17])[CH3:18].[CH3:30][N:31]([CH3:32])[CH:33]=[O:34].[CH:1](=[O:2])[c:3]1[c:4]([O:12][CH3:13])[cH:5][c:6]([OH:11])[cH:7][c:8]1[O:9][CH3:10].[K+:19]>>[CH:1](=[O:2])[c:3]1[c:4]([O:12][CH3:13])[cH:5][c:6]([O:11][CH2:21][CH2:22][CH2:23][CH2:24][C:25](=[O:26])[O:27][CH2:28][CH3:29])[cH:7][c:8]1[O:9][CH3:10]. Starting materials: C1(=CC=CC=C1)OC(NC=1SC2=C(N1)C(=CC=C2C2OCCOC2)OC)=O ((+)-(7-[1,4]dioxan-2-yl-4-methoxy-benzothiazol-2-yl)-carbamic acid phenyl ester), FC(C(=O)O)(F)F.CC1(CCNCC1)CO ((4-methyl-piperidin-4-yl)-methanol trifluoroacetate), C(C)N(C(C)C)C(C)C (N-ethyldiisopropylamine). Run in C(Cl)(Cl)Cl (chloroform), C(Cl)(Cl)Cl (CHCl3). Product: O1C(COCC1)C1=CC=C(C=2N=C(SC21)NC(=O)N2CCC(CC2)(C)CO)OC ((+)-4-Hydroxymethyl-4-methyl-piperidine-1-carboxylic acid (7-[1,4]dioxan-2-yl-4-methoxy-benzothiazol-2-yl)-amide). Reaction SMILES: C1(O[C:8](=[O:27])[NH:9][C:10]2[S:11][C:12]3[C:18]([CH:19]4[CH2:24][O:23][CH2:22][CH2:21][O:20]4)=[CH:17][CH:16]=[C:15]([O:25][CH3:26])[C:13]=3[N:14]=2)C=CC=CC=1.FC(F)(F)C(O)=O.[CH3:35][C:36]1([CH2:42][OH:43])[CH2:41][CH2:40][NH:39][CH2:38][CH2:37]1.C(N(C(C)C)C(C)C)C>C(Cl)(Cl)Cl>[O:20]1[CH2:21][CH2:22][O:23][CH2:24][CH:19]1[C:18]1[C:12]2[S:11][C:10]([NH:9][C:8]([N:39]3[CH2:40][CH2:41][C:36]([CH2:42][OH:43])([CH3:35])[CH2:37][CH2:38]3)=[O:27])=[N:14][C:13]=2[C:15]([O:25][CH3:26])=[CH:16][CH:17]=1 |f:1.2|. Procedure details: From (+)-(7-[1,4]dioxan-2-yl-4-methoxy-benzothiazol-2-yl)-carbamic acid phenyl ester with (4-methyl-piperidin-4-yl)-methanol trifluoroacetate and N-ethyldiisopropylamine in chloroform [α]D20=+24.1° (c=1.02, CHCl3), ES-MS m/e (%): 422 (M+H+, 100). Starting materials: C(C)OC1=CC=C(C=C1)CC(=O)OCC1=CC=C(C=C1)Br (p-bromobenzyl p-ethoxyphenylacetate), C(#N)C#N ((CN)2), N1=CC=CC=C1 (pyridine), CN1C(CCC1)=O (N-methylpyrrolidone), FeCl3.6H2O. Solvent: Cl (hydrochloric acid). Yields the product C(C)OC1=CC=C(C=C1)CC(=O)OCC1=CC=C(C=C1)C#N (p-cyanobenzyl p-ethoxyphenylacetate). Reaction SMILES: [CH2:1]([O:3][C:4]1[CH:9]=[CH:8][C:7]([CH2:10][C:11]([O:13][CH2:14][C:15]2[CH:20]=[CH:19][C:18](Br)=[CH:17][CH:16]=2)=[O:12])=[CH:6][CH:5]=1)[CH3:2].[C:22](C#N)#[N:23].N1C=CC=CC=1.CN1CCCC1=O>Cl>[CH2:1]([O:3][C:4]1[CH:9]=[CH:8][C:7]([CH2:10][C:11]([O:13][CH2:14][C:15]2[CH:20]=[CH:19][C:18]([C:22]#[N:23])=[CH:17][CH:16]=2)=[O:12])=[CH:6][CH:5]=1)[CH3:2]. Procedure details: A mixture of 34.9 g of p-bromobenzyl p-ethoxyphenylacetate (obtainable by esterification), 10 g of Cu2 (CN)2, 120 ml of pyridine and 60 ml of N-methylpyrrolidone is heated at 150° for 2 hours. The mixture is cooled; a solution of 120 g of FeCl3.6H2O in 600 ml of 20% hydrochloric acid is added; and the mixture is warmed at 70° for 1.5 hours while stirring and worked up in a customary manner to give p-cyanobenzyl p-ethoxyphenylacetate, m.p. 59°, c.p. -40°. The reactants are CN1N=C(C=2C(=CC=CC12)C(=O)[O-])CN[C@@H]1CN2CCC1CC2.[Li+] (lithium (S)-1-methyl-3-((quinuclidin-3-ylamino)methyl)-1H-indazole-4-carboxylate), CN1N=C2C3=C1C=NC=C3C([C@@H](C2)C2CN3CCC2CC3)=O ((S)-2-methyl-7-(quinuclidin-3-yl)-7,8-dihydropyrazolo[3,4,5-de]isoquinolin-6(2H)-one), Cl (hydrochloric acid). Yields the product Cl.CN1N=C2C3=C1C=NC=C3C([C@@H](C2)C2CN3CCC2CC3)=O ((S)-2-methyl-7-(quinuclidin-3-yl)-7,8-dihydropyrazolo[3,4,5-de]isoquinolin-6(2H)-one, hydrochloride salt). The yield is 83.0%. As a reaction SMILES: CN1C2C=CC=C(C([O-])=O)C=2C(CN[C@H]2C3CCN(CC3)C2)=N1.[Li+].[CH3:25][N:26]1[C:30]2[CH:31]=[N:32][CH:33]=[C:34]3[C:35](=[O:46])[C@H:36]([CH:38]4[CH:43]5[CH2:44][CH2:45][N:40]([CH2:41][CH2:42]5)[CH2:39]4)[CH2:37][C:28]([C:29]=23)=[N:27]1.[ClH:47]>>[ClH:47].[CH3:25][N:26]1[C:30]2[CH:31]=[N:32][CH:33]=[C:34]3[C:35](=[O:46])[C@H:36]([CH:38]4[CH:43]5[CH2:42][CH2:41][N:40]([CH2:45][CH2:44]5)[CH2:39]4)[CH2:37][C:28]([C:29]=23)=[N:27]1 |f:0.1,4.5|. Procedure details: Following general procedure CP-H, lithium (S)-1-methyl-3-((quinuclidin-3-ylamino)methyl)-1H-indazole-4-carboxylate was converted to (S)-2-methyl-7-(quinuclidin-3-yl)-7,8-dihydropyrazolo[3,4,5-de]isoquinolin-6(2H)-one, which was immediately and treated with hydrochloric acid following general procedure GP-I to give (S)-2-methyl-7-(quinuclidin-3-yl)-7,8-dihydropyrazolo[3,4,5-de]isoquinolin-6(2H)-one, hydrochloride salt (40 mg, 83%) as an off-white solid: 1H NMR (500 MHz, DMSO-d6) δ 10.01 (s, 1H), ... Starting materials: CC(C)(C)OC(=O)c1ccc2cc(CN)[nH]c2c1, CCOC(C)=O, CCOCC, [K+], [K+], N, O=C([O-])C(F)(F)F, O=C([O-])[O-], CN(C)C=O, O, O=C(O)C(F)(F)F. Yields the product NCc1cc2ccccc2[nH]1. Reaction SMILES: [C:1]([O:2][C:3]([CH3:4])([CH3:5])[CH3:6])(=[O:7])[c:8]1[cH:9][cH:10][c:11]2[cH:12][c:13]([CH2:17][NH2:18])[nH:14][c:15]2[cH:16]1.[CH3:45][CH2:46][O:47][C:48]([CH3:49])=[O:50].[CH3:51][CH2:52][O:53][CH2:54][CH3:55].[K+:33].[K+:34].[NH3:39].[O-:26][C:27]([C:28]([F:29])([F:30])[F:31])=[O:32].[O-:35][C:36]([O-:37])=[O:38].[O:40]=[CH:41][N:42]([CH3:43])[CH3:44].[OH2:56].[OH:19][C:20]([C:21]([F:22])([F:23])[F:24])=[O:25]>>[cH:8]1[cH:9][cH:10][c:11]2[cH:12][c:13]([CH2:17][NH2:18])[nH:14][c:15]2[cH:16]1.